From a dataset of the Open Reaction Database (ORD), a public repository of structured organic reaction records. describe an organic reaction: reactants, conditions, products, and yield The reactants are [N+](=O)([O-])C1=CC=C(C=N1)OC=1C=C(C=CC1)NC(OC(C)(C)C)=O (tert-butyl {3-[(6-nitropyridin-3-yl)oxy]phenyl}carbamate). Reagents/catalysts: [C].[Pd] (palladium carbon). Run in CO (methanol). The product is NC1=CC=C(C=N1)OC=1C=C(C=CC1)NC(OC(C)(C)C)=O (tert-butyl {3-[(6-aminopyridin-3-yl)oxy]phenyl}carbamate). Yield: 106.6%. As a reaction SMILES: [N+:1]([C:4]1[N:9]=[CH:8][C:7]([O:10][C:11]2[CH:12]=[C:13]([NH:17][C:18](=[O:24])[O:19][C:20]([CH3:23])([CH3:22])[CH3:21])[CH:14]=[CH:15][CH:16]=2)=[CH:6][CH:5]=1)([O-])=O>[C].[Pd].CO>[NH2:1][C:4]1[N:9]=[CH:8][C:7]([O:10][C:11]2[CH:12]=[C:13]([NH:17][C:18](=[O:24])[O:19][C:20]([CH3:22])([CH3:21])[CH3:23])[CH:14]=[CH:15][CH:16]=2)=[CH:6][CH:5]=1 |f:1.2|. Procedure details: In the same manner as in Reference Example 34 and using tert-butyl {3-[(6-nitropyridin-3-yl)oxy]phenyl}carbamate (16.4 g, 49.5 mmol), palladium carbon (50% water-containing product, 1.50 g) and methanol (100 mL) as starting materials, the title compound (15.9 g, quant.) was obtained as a yellow oil. Starting materials: NCC1C(OC(C1)OC)OC (3-aminomethyl-2,5-dimethoxytetrahydrofuran), C(C)OC(=O)C1=CC=C(C=C1)N=C=O (4-ethoxycarbonylphenyl isocyanate). Solvent: O1CCCC1 (tetrahydrofuran), O1CCCC1 (tetrahydrofuran). Run at time 1 hour. Yields the product COC1OC(CC1CNC(=O)NC1=CC=C(C=C1)C(=O)OCC)OC (N-(2,5-Dimethoxy-3-tetrahydrofuranylmethyl)-N′-(4-ethoxycarbonylphenyl)urea). The yield is 104.1%. As a reaction SMILES: [NH2:1][CH2:2][CH:3]1[CH2:7][CH:6]([O:8][CH3:9])[O:5][CH:4]1[O:10][CH3:11].[CH2:12]([O:14][C:15]([C:17]1[CH:22]=[CH:21][C:20]([N:23]=[C:24]=[O:25])=[CH:19][CH:18]=1)=[O:16])[CH3:13]>O1CCCC1>[CH3:11][O:10][CH:4]1[CH:3]([CH2:2][NH:1][C:24]([NH:23][C:20]2[CH:19]=[CH:18][C:17]([C:15]([O:14][CH2:12][CH3:13])=[O:16])=[CH:22][CH:21]=2)=[O:25])[CH2:7][CH:6]([O:8][CH3:9])[O:5]1. Reported procedure: 2.9 g (18 mmol) of 3-aminomethyl-2,5-dimethoxytetrahydrofuran (DE-A 26 45 234) were dissolved in 20 ml of anhydrous tetrahydrofuran. At 0° C., 2.9 g (15 mmol) of 4-ethoxycarbonylphenyl isocyanate dissolved in 10 ml of anhydrous tetrahydrofuran were added dropwise. The mixture was then stirred at room temperature for 1 h and then concentrated under reduced pressure, resulting in 5.5 g of the crude product. The reactants are CSCN1N=NC=2N(C1=O)C=NC2C(=O)N (3-(methylthiomethyl)-4-oxo-3,4-dihydroimidazo[5,1-d][1,2,3,5]tetrazine-8-carboxamide), N(=O)[O-].[Na+] (sodium nitrite), ice. The solvent is O (water), C(=O)(C(F)(F)F)O (TFA). Run at time 3 hour. The product is CSCN1N=NC=2N(C1=O)C=NC2C(=O)O (3-(Methylthiomethyl)-4-oxo-3,4-dihydroimidazo[5,1-d][1,2,3,5]tetrazine-8-carboxylic acid). The yield is 61.0%. Reaction SMILES: [CH3:1][S:2][CH2:3][N:4]1[C:9](=[O:10])[N:8]2[CH:11]=[N:12][C:13]([C:14](N)=[O:15])=[C:7]2[N:6]=[N:5]1.N([O-])=[O:18].[Na+]>C(O)(C(F)(F)F)=O.O>[CH3:1][S:2][CH2:3][N:4]1[C:9](=[O:10])[N:8]2[CH:11]=[N:12][C:13]([C:14]([OH:15])=[O:18])=[C:7]2[N:6]=[N:5]1 |f:1.2|. Procedure details: To a solution of 3-(methylthiomethyl)-4-oxo-3,4-dihydroimidazo[5,1-d][1,2,3,5]tetrazine-8-carboxamide (12.43 mmol, 3 g, 1 eq.) in TFA (12 mL) was added sodium nitrite (43.5 mmol, 3 g, 3.5 eq.) dissolved in water (6 mL) portion-wise keeping exothermic effervescence under control and the mixture was stirred at room temperature for over 3 hours. The reaction mixture was poured into ice and it was gently stirred until the ice melted. The resulted suspension was filtered, washed with water and ether ... Starting materials: FC(C1=CC=C(C=C1)C1=NSC2=C1C=CC(=C2)CCCCOS(=O)(=O)C)(F)F (Methanesulfonic acid 4-[3-(4-trifluoromethyl-phenyl)-benzo[d]isothiazol-6-yl]-butyl ester), C(C)NCCO (2-Ethylaminoethanol). Product: C(C)N(CCO)CCCCC1=CC2=C(C(=NS2)C2=CC=C(C=C2)C(F)(F)F)C=C1 (2-(Ethyl-{4-[3-(4-trifluoromethyl-phenyl)-benzo[d]isothiazol-6-yl]-butyl}-amino)-ethanol). Reaction SMILES: [F:1][C:2]([F:28])([F:27])[C:3]1[CH:8]=[CH:7][C:6]([C:9]2[C:13]3[CH:14]=[CH:15][C:16]([CH2:18][CH2:19][CH2:20][CH2:21]OS(C)(=O)=O)=[CH:17][C:12]=3[S:11][N:10]=2)=[CH:5][CH:4]=1.[CH2:29]([NH:31][CH2:32][CH2:33][OH:34])[CH3:30]>>[CH2:29]([N:31]([CH2:21][CH2:20][CH2:19][CH2:18][C:16]1[CH:15]=[CH:14][C:13]2[C:9]([C:6]3[CH:7]=[CH:8][C:3]([C:2]([F:28])([F:1])[F:27])=[CH:4][CH:5]=3)=[N:10][S:11][C:12]=2[CH:17]=1)[CH2:32][CH2:33][OH:34])[CH3:30]. Reported procedure: In analogy to example 17.1; Methanesulfonic acid 4-[3-(4-trifluoromethyl-phenyl)-benzo[d]isothiazol-6-yl]-butyl ester and 2-Ethylaminoethanol were converted to yield 2-(Ethyl-{4-[3-(4-trifluoromethyl-phenyl)-benzo[d]isothiazol-6-yl]-butyl}-amino)-ethanol as light yellow oil, MS: 423 (MH+).